From a dataset of the Open Reaction Database (ORD), a public repository of structured organic reaction records. describe an organic reaction: reactants, conditions, products, and yield The reactants are ClCCCN1C(CCC2=CC(=C(C=C12)F)F)=O (1-(3-chloropropyl)-6,7-difluoro-3,4-dihydro-1H-quinolin-2-one), C1(CC1)COCC=C1CC2CCC(C1)N2 (3-(2-cyclopropylmethoxyethylidene)-8-aza-bicyclo[3.2.1]octane), [Na+].[I-] (NaI), C(=O)([O-])[O-].[K+].[K+] (K2CO3). Solvent: CC#N.CN(C)C=O (CH3CN DMF), O (water). Run at temperature 50 celsius, time 3 day. The product is C1(CC1)COCC=C1CC2CCC(C1)N2CCCN2C(CCC1=CC(=C(C=C21)F)F)=O (1-{3-[3-(2-Cyclopropylmethoxyethylidene)-8-azabicyclo[3.2.1]oct-8-yl]-propyl}-6,7-difluoro-3,4-dihydro-1H-quinolin-2-one). Isolated yield 55.0%. Reaction SMILES: Cl[CH2:2][CH2:3][CH2:4][N:5]1[C:14]2[C:9](=[CH:10][C:11]([F:16])=[C:12]([F:15])[CH:13]=2)[CH2:8][CH2:7][C:6]1=[O:17].[CH:18]1([CH2:21][O:22][CH2:23][CH:24]=[C:25]2[CH2:31][CH:30]3[NH:32][CH:27]([CH2:28][CH2:29]3)[CH2:26]2)[CH2:20][CH2:19]1.[Na+].[I-].C([O-])([O-])=O.[K+].[K+]>CC#N.CN(C=O)C.O>[CH:18]1([CH2:21][O:22][CH2:23][CH:24]=[C:25]2[CH2:26][CH:27]3[N:32]([CH2:2][CH2:3][CH2:4][N:5]4[C:14]5[C:9](=[CH:10][C:11]([F:16])=[C:12]([F:15])[CH:13]=5)[CH2:8][CH2:7][C:6]4=[O:17])[CH:30]([CH2:29][CH2:28]3)[CH2:31]2)[CH2:20][CH2:19]1 |f:2.3,4.5.6,7.8|. Procedure details: A 4 ml vial was charged with 1-(3-chloropropyl)-6,7-difluoro-3,4-dihydro-1H-quinolin-2-one (78 mg, 0.30 mmol), 3-(2-cyclopropylmethoxyethylidene)-8-aza-bicyclo[3.2.1]octane (42 mg, 0.2 mmol), NaI (75 mg, 0.50 mmol), and K2CO3 (69 mg, 0.50 mmol) in CH3CN/DMF (1 ml, 50:50). The reaction was shaken at 50° C. for 3 days and the reaction was poured into water and extracted with EtOAc. The organic phase was washed with brine, dried (Na2SO4), filtered, and concentrated under reduced pressure. The oily ... Solvent: CN(C=O)C (N,N-dimethylformamide). As a reaction SMILES: [Br:1][C:2]1[C:7]([OH:8])=[CH:6][CH:5]=[CH:4][N:3]=1.C(=O)([O-])[O-].[K+].[K+].S(C1C=CC(C)=CC=1)(O[CH2:19][C@H:20]1[O:22][CH2:21]1)(=O)=O>CN(C)C=O>[Br:1][C:2]1[C:7]([O:8][CH2:19][CH:20]2[CH2:21][O:22]2)=[CH:6][CH:5]=[CH:4][N:3]=1 |f:1.2.3|. Procedure details: To a mixture of 25.2 g (0.145 mole) of 2-bromo-3-pyridinol and 30 g (0.22 mole) of potassium carbonate in 80 mL of N,N-dimethylformamide was added 30 g (0.13 mole) of (S)-glycidyl tosylate. The mixture was heated under nitrogen at 55-60° C. for 15 hours. The solvent was then removed in vacuum and replaced with 500 mL of methylene chloride, and the solution was washed with 500 mL of water and with saturated brine, dried over sodium sulfate, filtered and concentrated in vacuum. The residue was col... Reaction conditions: temperature 57.5 celsius. Product: BrC1=NC=CC=C1OCC1OC1 (2-Bromo-3-[oxiranylmethoxy]pyridine). The reactants are BrC1=NC=CC=C1O (2-bromo-3-pyridinol), C([O-])([O-])=O.[K+].[K+] (potassium carbonate), S(=O)(=O)(OC[C@@H]1CO1)C1=CC=C(C)C=C1 ((S)-glycidyl tosylate). Starting materials: FC1=CC(=C(C(=O)N[C@H]2[C@@H](CN(CC2)C(CC(C(=O)N(C)C)(C2=CC=CC=C2)C2=CC=CC=C2)C)O)C=C1)[N+](=O)[O-] (trans-4-[(4-fluoro-2-nitrobenzoyl)amino]-3-hydroxy-N,N,γ-trimethyl-α,α-diphenyl-1-piperidinebutanamide), S1C=CC=C1 (thiophene), [H][H] (hydrogen). The reagents and catalysts are [Pt] (platinum-on-charcoal). The solvent is CO (methanol), CO (methanol). Yields the product O.NC1=C(C(=O)N[C@H]2[C@@H](CN(CC2)C(CC(C(=O)N(C)C)(C2=CC=CC=C2)C2=CC=CC=C2)C)O)C=CC(=C1)F (trans-4-[(2-amino-4-fluorobenzoyl)amino]-3-hydroxy-N,N,γ-trimethyl-α,α-diphenyl-1piperidinebutanamide monohydrate). Yield: 51.8%. Reaction SMILES: [F:1][C:2]1[CH:38]=[CH:37][C:5]([C:6]([NH:8][C@@H:9]2[CH2:14][CH2:13][N:12]([CH:15]([CH3:35])[CH2:16][C:17]([C:29]3[CH:34]=[CH:33][CH:32]=[CH:31][CH:30]=3)([C:23]3[CH:28]=[CH:27][CH:26]=[CH:25][CH:24]=3)[C:18]([N:20]([CH3:22])[CH3:21])=[O:19])[CH2:11][C@H:10]2[OH:36])=[O:7])=[C:4]([N+:39]([O-])=O)[CH:3]=1.S1C=CC=C1.[H][H]>CO.[Pt]>[OH2:7].[NH2:39][C:4]1[CH:3]=[C:2]([F:1])[CH:38]=[CH:37][C:5]=1[C:6]([NH:8][C@@H:9]1[CH2:14][CH2:13][N:12]([CH:15]([CH3:35])[CH2:16][C:17]([C:29]2[CH:34]=[CH:33][CH:32]=[CH:31][CH:30]=2)([C:23]2[CH:28]=[CH:27][CH:26]=[CH:25][CH:24]=2)[C:18]([N:20]([CH3:22])[CH3:21])=[O:19])[CH2:11][C@H:10]1[OH:36])=[O:7] |f:5.6|. Procedure: A mixture of 4 parts of trans-4-[(4-fluoro-2-nitrobenzoyl)amino]-3-hydroxy-N,N,γ-trimethyl-α,α-diphenyl-1-piperidinebutanamide, 1 part of a solution of thiophene in methanol 4% and 200 parts of methanol was hydrogenated at normal pressure and at room temperature with 2 parts of platinum-on-charcoal catalyst 5%. After the calculated amount of hydrogen was taken up, the catalyst was filtered off and the filtrate was evaporated to dry. The residue was taken up In acetonitrile. The organic layer was... Reactants: CI, CN(C)C=O, OCc1ccc2cc[nH]c2c1. Yields the product Cn1ccc2ccc(CO)cc21. As a reaction SMILES: [CH3:12][I:13].[CH3:14][N:15]([CH3:16])[CH:17]=[O:18].[nH:1]1[cH:2][cH:3][c:4]2[cH:5][cH:6][c:7]([CH2:10][OH:11])[cH:8][c:9]12>>[n:1]1([CH3:12])[cH:2][cH:3][c:4]2[cH:5][cH:6][c:7]([CH2:10][OH:11])[cH:8][c:9]12.